From a dataset of the Open Reaction Database (ORD), a public repository of structured organic reaction records. describe an organic reaction: reactants, conditions, products, and yield Starting materials: crude product, C(C)(C)(C)C1CCC(CC1)C1=C(C=C(C=C1)CO)N1CCN(CC1)CCCC ([4-(4-t-butylcyclohexyl)-3-(4-butylpiperazin-1-yl)phenyl]methanol). Reagents/catalysts: [O-2].[Mn+4].[O-2] (manganese (IV) oxide). Solvent: C(Cl)(Cl)Cl (chloroform). Yields the product C(C)(C)(C)C1CCC(CC1)C1=C(C=C(C=O)C=C1)N1CCN(CC1)CCCC (4-(4-t-Butylcyclohexyl)-3-(4-butylpiperazin-1-yl)benzaldehyde). Yield: 85.1%. As a reaction SMILES: [C:1]([CH:5]1[CH2:10][CH2:9][CH:8]([C:11]2[CH:16]=[CH:15][C:14]([CH2:17][OH:18])=[CH:13][C:12]=2[N:19]2[CH2:24][CH2:23][N:22]([CH2:25][CH2:26][CH2:27][CH3:28])[CH2:21][CH2:20]2)[CH2:7][CH2:6]1)([CH3:4])([CH3:3])[CH3:2]>[O-2].[Mn+4].[O-2].C(Cl)(Cl)Cl>[C:1]([CH:5]1[CH2:6][CH2:7][CH:8]([C:11]2[CH:16]=[CH:15][C:14]([CH:17]=[O:18])=[CH:13][C:12]=2[N:19]2[CH2:24][CH2:23][N:22]([CH2:25][CH2:26][CH2:27][CH3:28])[CH2:21][CH2:20]2)[CH2:9][CH2:10]1)([CH3:4])([CH3:3])[CH3:2] |f:1.2.3|. Procedure details: A mixture of the crude product of [4-(4-t-butylcyclohexyl)-3-(4-butylpiperazin-1-yl)phenyl]methanol produced in Example (101a) (294 mg), manganese (IV) oxide (1.3 g, 14.95 mmol) and chloroform (15 mL) was refluxed for 40 minutes. The reaction mixture was filtered and insoluble materials were filtered off. The filtrate was concentrated under reduced pressure to give 249 mg of a crude product of the title compound as an ochre oil. This product was directly used without purification for the followi... Starting materials: S1(=O)(=O)NC(=O)C2=CC=CC=C12.[Na] (sodium saccharin), BrCCCCBr (1,4-dibromobutane), CN(C=O)C (N,N-dimethylformamide). Run in CCOCC (ether), O (water). Reaction conditions: temperature 50 celsius. The product is O=S1(N(C(C2=C1C=CC=C2)=O)CCCCBr)=O (1,1-Dioxido-2-(4-bromobutyl)-1,2-benzisothiazol-3(2H)-one). RXN SMILES: [S:1]1([C:12]2[C:7](=[CH:8][CH:9]=[CH:10][CH:11]=2)[C:5](=[O:6])[NH:4]1)(=[O:3])=[O:2].[Na].[Br:14][CH2:15][CH2:16][CH2:17][CH2:18]Br.CN(C)C=O>CCOCC.O>[O:3]=[S:1]1(=[O:2])[C:12]2[CH:11]=[CH:10][CH:9]=[CH:8][C:7]=2[C:5](=[O:6])[N:4]1[CH2:18][CH2:17][CH2:16][CH2:15][Br:14] |f:0.1,^1:12|. Procedure details: The general procedure of J. D. Commerford and H. B. Donahue J. Org. Chem. 1956,21, 583-4 was modified: A mixture of 6 g of sodium saccharin, 100 mL of 1,4-dibromobutane, and 5 mL of N,N-dimethylformamide was heated at 50° C. overnight. After cooling to ambient temperature, the mixture was diluted with 250 mL of ether and 50 mL of water. The aqueous layer was extracted with two additional 50 mL portions of ether and the combined organic extracts were dried over MgSO4 and concentrated under reduce... Reactants: CON=C(C(C)=NN)c1cccc(C(F)(F)F)c1, COc1nn(C)c(=O)n1-c1ccccc1C=O, CO. Product: CON=C(C(C)=NN=Cc1ccccc1-n1c(OC)nn(C)c1=O)c1cccc(C(F)(F)F)c1. As a reaction SMILES: [CH3:18][O:19][N:20]=[C:21]([C:22]([CH3:23])=[N:24][NH2:25])[c:26]1[cH:27][c:28]([C:32]([F:33])([F:34])[F:35])[cH:29][cH:30][cH:31]1.[CH3:1][O:2][c:3]1[n:4][n:5]([CH3:17])[c:6](=[O:16])[n:7]1-[c:8]1[c:9]([CH:10]=[O:11])[cH:12][cH:13][cH:14][cH:15]1.[CH3:36][OH:37]>>[CH3:1][O:2][c:3]1[n:4][n:5]([CH3:17])[c:6](=[O:16])[n:7]1-[c:8]1[c:9]([CH:10]=[N:25][N:24]=[C:22]([C:21](=[N:20][O:19][CH3:18])[c:26]2[cH:27][c:28]([C:32]([F:33])([F:34])[F:35])[cH:29][cH:30][cH:31]2)[CH3:23])[cH:12][cH:13][cH:14][cH:15]1. Starting materials: SC(CNCCNCC(C)(S)C)(C)C (N,N'-bis(2-mercapto-2-methylpropyl)ethylenediamine), mono- and di-HCl, N (ammonia), COC1=CC=C(CCl)C=C1 (4-methoxybenzyl chloride). Procedure: A solution of N,N'-bis(2-mercapto-2-methylpropyl)ethylenediamine (11.23 g, 47.5 mmol; see, DiZio et al., 1991, Bioconjugate Chem 2: 353 and Corbin et al., 1976, J. Org. Chem. 41: 489) in methanol (500 mL) was cooled in ice/water bath and then saturated with gaseous ammonia over 45 min. To this was added 4-methoxybenzyl chloride (17.0 mL, 125 mmol, 264 mol %). The reaction was allowed to warm to room temperature overnight with stirring under argon. The solution was concentrated to a paste and the... Solvent: CO (methanol), ice water. Yields the product COC1=CC=C(CSC(CNCCNCC(C)(SCC2=CC=C(C=C2)OC)C)(C)C)C=C1 (N,N'-bis-[2-(4-methoxybenzylthio)-2-methylpropyl]ethylenediamine). Isolated yield 81.8%. RXN SMILES: [SH:1][C:2]([CH3:14])([CH3:13])[CH2:3][NH:4][CH2:5][CH2:6][NH:7][CH2:8][C:9]([CH3:12])([SH:11])[CH3:10].N.[CH3:16][O:17][C:18]1[CH:25]=[CH:24][C:21]([CH2:22]Cl)=[CH:20][CH:19]=1>CO>[CH3:16][O:17][C:18]1[CH:25]=[CH:24][C:21]([CH2:22][S:1][C:2]([CH3:14])([CH3:13])[CH2:3][NH:4][CH2:5][CH2:6][NH:7][CH2:8][C:9]([CH3:12])([S:11][CH2:22][C:21]2[CH:24]=[CH:25][C:18]([O:17][CH3:16])=[CH:19][CH:20]=2)[CH3:10])=[CH:20][CH:19]=1. The reactants are ClC=1C(=CC2=C(SC(C2O)C2=CC=CC=C2)C1Cl)OC (6,7-dichloro-2,3-dihydro-3-hydroxy-5-methoxy-2-phenylbenzo[b]thiophene), B(F)(F)F.CCOCC (boron trifluoride etherate), C(C)(=O)O (acetic acid). The solvent is O (water), [OH-].[Na+] (sodium hydroxide). Yields the product ClC=1C(=CC2=C(SC(=C2)C2=CC=CC=C2)C1Cl)OC (6,7-dichloro-5-methoxy-2-phenylbenzo[b]thiophene). The yield is 30.7%. As a reaction SMILES: [Cl:1][C:2]1[C:3]([O:19][CH3:20])=[CH:4][C:5]2[CH:9](O)[CH:8]([C:11]3[CH:16]=[CH:15][CH:14]=[CH:13][CH:12]=3)[S:7][C:6]=2[C:17]=1[Cl:18].B(F)(F)F.CCOCC.C(O)(=O)C>O.[OH-].[Na+]>[Cl:1][C:2]1[C:3]([O:19][CH3:20])=[CH:4][C:5]2[CH:9]=[C:8]([C:11]3[CH:16]=[CH:15][CH:14]=[CH:13][CH:12]=3)[S:7][C:6]=2[C:17]=1[Cl:18] |f:1.2,5.6|. Procedure: A mixture of 5.0 g of 6,7-dichloro-2,3-dihydro-3-hydroxy-5-methoxy-2-phenylbenzo[b]thiophene, 10 ml of boron trifluoride etherate and 20 ml of glacial acetic acid is refluxed for 1 hour. The mixture is cooled, diluted with water and basified with dil sodium hydroxide solution. Extraction with dichloromethane followed by column chromatography over silica (50% dichloromethane in hexane) gives 1.45 g of 6,7-dichloro-5-methoxy-2-phenylbenzo[b]thiophene, mp 144°-145°. The reactants are CC(C)(C)[Si](C)(C)Cl, OCc1cccc(Cl)c1CO, C1CCOC1, O, c1c[nH]cn1. The product is CC(C)(C)[Si](C)(C)OCc1cccc(Cl)c1CO. As a reaction SMILES: [C:17]([CH3:18])([CH3:19])([CH3:20])[Si:21]([CH3:22])([CH3:23])[Cl:24].[Cl:1][c:2]1[c:3]([CH2:10][OH:11])[c:4]([CH2:8][OH:9])[cH:5][cH:6][cH:7]1.[O:26]1[CH2:27][CH2:28][CH2:29][CH2:30]1.[OH2:25].[nH:12]1[cH:13][cH:14][n:15][cH:16]1>>[Cl:1][c:2]1[c:3]([CH2:10][OH:11])[c:4]([CH2:8][O:9][Si:21]([C:17]([CH3:18])([CH3:19])[CH3:20])([CH3:22])[CH3:23])[cH:5][cH:6][cH:7]1. Reactants: Cl (hydrochloric acid), C(C)(C)SCC1=C(C=CC=C1)[N+](=O)[O-] (1-[1-(isopropylthio)methyl]-2-nitrobenzene), [Sn] (tin). Solvent: CO (methanol). Yields the product C(C)(C)SCC1=C(N)C=CC=C1 (2-[1-(isopropylthio)methyl]aniline). The yield is 45.6%. Reported procedure: 11.8 g (55.6 mmol) 1-[1-(isopropylthio)methyl]-2-nitrobenzene (VII-2) in 150 ml methanol are placed in a 500 ml three-necked flask equipped with a stirrer and thermometer, mixed with 150 ml concentrated hydrochloric acid with stirring, and 17.6 g powdered tin (148.5 mmol) are added in portions at 20-40° C. Stirring of the mixture wird is continued at 40° C. for about an hour. The reaction is cooled, filtered and mixed with 1300 ml of an ice-cooled 10% sodium hydroxide solution. Then it is extrac... RXN SMILES: [CH:1]([S:4][CH2:5][C:6]1[CH:11]=[CH:10][CH:9]=[CH:8][C:7]=1[N+:12]([O-])=O)([CH3:3])[CH3:2].Cl.[Sn]>CO>[CH:1]([S:4][CH2:5][C:6]1[CH:11]=[CH:10][CH:9]=[CH:8][C:7]=1[NH2:12])([CH3:3])[CH3:2] |^3:15|.